From a dataset of the Open Reaction Database (ORD), a public repository of structured organic reaction records. describe an organic reaction: reactants, conditions, products, and yield Starting materials: C(#N)N=S(=O)(C)C1=CC=C(CNC(=O)C2=CN(C(=C(C2=O)Br)C)C=2N(N=CC2)C)C=C1 (5-Bromo-6-methyl-1-(2-methyl-2H-pyrazol-3-yl)-4-oxo-1,4-dihydro-pyridine-3-carboxylic acid 4-(N-cyano-S-methylsulfonimidoyl)-benzylamide), BrBr (bromine), C(#N)N=S(=O)(C)C1=CC=C(CNC(=O)C2=CN(C(=CC2=O)C)C=2N(N=CC2)C)C=C1 (6-methyl-1-(2-methyl-2H-pyrazol-3-yl)-4-oxo-1,4-dihydro-pyridine-3-carboxylic acid 4-(N-cyano-S-methylsulfonimidoyl)-benzylamide), 8.20a. Procedure: The title compound is prepared as described for preparation 4c, substituting preparation 4b with preparation 8.20a as starting material. ESI mass spectrum: [M+H]+=326 (bromine pattern); r.t. HPLC: 0.69 min (Z012_S04). As a reaction SMILES: C(N=S(C1C=CC(CN[C:13]([C:15]2[C:20](=[O:21])[C:19]([Br:22])=[C:18]([CH3:23])[N:17]([C:24]3[N:25]([CH3:29])[N:26]=[CH:27][CH:28]=3)[CH:16]=2)=[O:14])=CC=1)(C)=O)#N.C(N=S(C1C=CC(CN[C:44](C2C(=O)C=C(C)N(C3N(C)N=CC=3)C=2)=[O:45])=CC=1)(C)=O)#N.BrBr>>[CH3:44][O:45][C:13]([C:15]1[C:20](=[O:21])[C:19]([Br:22])=[C:18]([CH3:23])[N:17]([C:24]2[N:25]([CH3:29])[N:26]=[CH:27][CH:28]=2)[CH:16]=1)=[O:14]. Product: COC(=O)C1=CN(C(=C(C1=O)Br)C)C=1N(N=CC1)C (5-Bromo-6-methyl-1-(2-methyl-2H-pyrazol-3-yl)-4-oxo-1,4-dihydro-pyridine-3-carboxylic acid methyl ester). Reactants: C1CCOC1, CCOC(=O)N=NC(=O)OCC, O=C1NC(=O)c2ccccc21, O=[N+]([O-])c1ccc(C2=NN=C(CO)Cc3cc4c(cc32)OCO4)cc1, c1ccc(P(c2ccccc2)c2ccccc2)cc1. Product: O=C1c2ccccc2C(=O)N1CC1=NN=C(c2ccc([N+](=O)[O-])cc2)c2cc3c(cc2C1)OCO3. As a reaction SMILES: [CH2:68]1[O:69][CH2:70][CH2:71][CH2:72]1.[O:1]=[C:2]([O:3][CH2:4][CH3:5])[N:6]=[N:7][C:8]([O:9][CH2:10][CH3:11])=[O:12].[O:57]=[C:58]1[NH:59][C:60](=[O:61])[c:62]2[cH:63][cH:64][cH:65][cH:66][c:67]21.[OH:13][CH2:14][C:15]1=[N:16][N:17]=[C:18]([c:29]2[cH:30][cH:31][c:32]([N+:35](=[O:36])[O-:37])[cH:33][cH:34]2)[c:19]2[c:20]([cH:22][c:23]3[c:24]([cH:25]2)[O:26][CH2:27][O:28]3)[CH2:21]1.[c:38]1([P:39]([c:40]2[cH:41][cH:42][cH:43][cH:44][cH:45]2)[c:46]2[cH:47][cH:48][cH:49][cH:50][cH:51]2)[cH:52][cH:53][cH:54][cH:55][cH:56]1>>[CH2:14]([C:15]1=[N:16][N:17]=[C:18]([c:29]2[cH:30][cH:31][c:32]([N+:35](=[O:36])[O-:37])[cH:33][cH:34]2)[c:19]2[c:20]([cH:22][c:23]3[c:24]([cH:25]2)[O:26][CH2:27][O:28]3)[CH2:21]1)[N:59]1[C:58](=[O:57])[c:67]2[c:62]([cH:63][cH:64][cH:65][cH:66]2)[C:60]1=[O:61]. Reactants: [Cl-].[NH4+] (ammonium chloride), C(C)(C)C1=NN2C(C=CC=C2)=C1CC(=O)C1=CC=CC=C1 (2-Isopropyl-3-phenacylpyrazolo[1,5-a]pyridine), [H-].[Na+] (sodium hydride), BrCC(=O)OC (Methyl 2-bromoacetate), O (water). Solvent: CN(C)C=O (DMF). Run at time 0.5 hour. The product is C(C)(C)C1=NN2C(C=CC=C2)=C1C(C(CC(=O)OC)C1=CC=CC=C1)=O (Methyl 4-(2-isopropylpyrazolo[1,5-a]pyridine-3-yl)-3-phenyl-4-oxobutyrate). Reaction SMILES: [CH:1]([C:4]1[C:12]([CH2:13][C:14]([C:16]2[CH:21]=[CH:20][CH:19]=[CH:18][CH:17]=2)=O)=[C:7]2[CH:8]=[CH:9][CH:10]=[CH:11][N:6]2[N:5]=1)([CH3:3])[CH3:2].[H-].[Na+].Br[CH2:25][C:26]([O:28][CH3:29])=[O:27].[Cl-].[NH4+].[OH2:32]>CN(C=O)C>[CH:1]([C:4]1[C:12]([C:13](=[O:32])[CH:14]([C:16]2[CH:21]=[CH:20][CH:19]=[CH:18][CH:17]=2)[CH2:25][C:26]([O:28][CH3:29])=[O:27])=[C:7]2[CH:8]=[CH:9][CH:10]=[CH:11][N:6]2[N:5]=1)([CH3:3])[CH3:2] |f:1.2,4.5|. Procedure: 2-Isopropyl-3-phenacylpyrazolo[1,5-a]pyridine (1.90 g) was dissolved into DMF (30 ml), and, after adding sodium hydride (0.35 g), the mixture was stirred for 0.5 hours at room temperature. Methyl 2-bromoacetate (1.36 g) was added, and, after stirring the mixture for 3 hours at room temperature, saturated aqueous solution of ammonium chloride was added and diluted with water, which was extracted with ether. After the organic layer was washed with water and with saturated brine and dried over anhy... Reactants: COC([C@@H](NC([C@@H](NC([C@@H]1N(CCC1)C(=O)OCC1=CC=CC=C1)=O)CC(O)=O)=O)CC1=CC=CC=C1)=O (N-Benzyloxycarbonyl-D-prolyl-α-L-aspartyl-L-phenylalanine methyl ester), [H][H] (hydrogen). The reagents and catalysts are [Pd] (palladium/carbon). Solvent: C(C)(=O)O (acetic acid). Product: COC([C@@H](NC([C@@H](NC([C@@H]1NCCC1)=O)CC(O)=O)=O)CC1=CC=CC=C1)=O (D-Prolyl-α-L-aspartyl-L-phenylalanine methyl ester). Yield: 87.8%. As a reaction SMILES: [CH3:1][O:2][C:3](=[O:38])[C@H:4]([CH2:31][C:32]1[CH:37]=[CH:36][CH:35]=[CH:34][CH:33]=1)[NH:5][C:6](=[O:30])[C@H:7]([CH2:26][C:27](=[O:29])[OH:28])[NH:8][C:9](=[O:25])[C@H:10]1[CH2:14][CH2:13][CH2:12][N:11]1C(OCC1C=CC=CC=1)=O.[H][H]>C(O)(=O)C.[Pd]>[CH3:1][O:2][C:3](=[O:38])[C@H:4]([CH2:31][C:32]1[CH:33]=[CH:34][CH:35]=[CH:36][CH:37]=1)[NH:5][C:6](=[O:30])[C@H:7]([CH2:26][C:27](=[O:28])[OH:29])[NH:8][C:9](=[O:25])[C@H:10]1[CH2:14][CH2:13][CH2:12][NH:11]1. Procedure details: N-Benzyloxycarbonyl-D-prolyl-α-L-aspartyl-L-phenylalanine methyl ester (2.6 g) was dissolved in 100 ml of 80% aqueous acetic acid, and the solution was subjected to catalytic reduction in a hydrogen gas stream at room temerature for four hours using palladium/carbon as catalyst. After filtering off the catalyst, the filtrate was concentrated to dryness under reduced pressure, affording 1.7 g of white powder. M.p.: 238°-241.5° C. The reactants are compound, 2-(3-carbethoxypropyl)-1-methoximino-2-cyclopentene, C(=O)(OCC)CCCC=1C(CCC1)=O (2-(3-carbethoxypropyl)-2-cyclopentenone), Cl.CON (methoxyamine hydrochloride). Yields the product C(=O)(OCC)CCCC=1C(CCC1)=NOC (2-(3-carbethoxypropyl)-1-methoxyimino-2-cyclopentene). RXN SMILES: [C:1]([CH2:6][CH2:7][CH2:8][C:9]1[C:10](=O)[CH2:11][CH2:12][CH:13]=1)([O:3][CH2:4][CH3:5])=[O:2].Cl.[CH3:16][O:17][NH2:18]>>[C:1]([CH2:6][CH2:7][CH2:8][C:9]1[C:10](=[N:18][O:17][CH3:16])[CH2:11][CH2:12][CH:13]=1)([O:3][CH2:4][CH3:5])=[O:2] |f:1.2|. Reported procedure: In the manner described for the preparation of the compound of Example 20, 2-(3-carbethoxypropyl)-1-methoximino-2-cyclopentene is prepared from 2-(3-carbethoxypropyl)-2-cyclopentenone (Example 18) and methoxyamine hydrochloride.